This data is from the Open Reaction Database (ORD), a public repository of structured organic reaction records. The task is: describe an organic reaction: reactants, conditions, products, and yield Starting materials: ( m ), ( s ), ( m ), ( m ), ( 13 ), ( 15 ), ( 100 ), ( 42 ), ( 5 ), ( 5 ), ( 5 ), ( 3 ), ( 4 ), ( 13 ), ( 84 ), ( 45 ), ( 5 ), CN1C2=C(N(CC1)C)C=NC=C2 (1,4-Dimethy-1,2,3,4-tetrahydropyrido[3,4-b]pyrazine), ( 7 ), ( 5 ), ( 5 ), C(C)(=O)N1C2=C(N(CC1)C(C)=O)C=CN=C2 (1-(4-Acetyl-3,4-dihydro-2H-pyrido[3,4-b]pyrazin-1-yl)ethanone), ( 40 ), CN1C2=C(N(CC1)C)C=NC=C2 (1,4-Dimethy-1,2,3,4-tetrahydropyrido[3,4-b]pyrazine), ( 13 ), ( 15 ), ( 7 ), ( 9 ), ( w ), ( w ), ( m ), ( w ), C11H15N3, ( m ), ( m ), ( w ), ( m ), ( s ), ( w ), ( w ), ( w ), ( w ), ( w ), ( s ), ( w ), ( s ). Solvent: CO (MeOH). The product is C(C)(=O)N1C2=C(N(C3CCCCC13)C(C)=O)C=CN=C2 (1-(10-Acetyl-6,7,8,9,9a,10-hexahydro-5aH-pyrido[3,4-b]quinoxalin-5-yl)ethanone). As a reaction SMILES: CN1CCN(C)[C:4]2[CH:9]=NC=[CH:12][C:3]1=2.[C:13]([N:16]1[CH2:21][CH2:20][N:19]([C:22](=[O:24])[CH3:23])[C:18]2[CH:25]=[CH:26][N:27]=[CH:28][C:17]1=2)(=[O:15])[CH3:14]>CO>[C:13]([N:16]1[CH:21]2[CH:20]([CH2:12][CH2:3][CH2:4][CH2:9]2)[N:19]([C:22](=[O:24])[CH3:23])[C:18]2[CH:25]=[CH:26][N:27]=[CH:28][C:17]1=2)(=[O:15])[CH3:14]. Procedure: 27 (1.20 g, 6.34 mmol), 40 ml of pyridine, 30 ml (32.36 g, 317 mmol, ρ=1.082 g/ml) of acetic anhydride and 0.234 g (25 mol %) of PPY were introduced into a 250 ml round-bottomed flask while cooling in ice. The reaction mixture was heated to an oil bath temperature of 100° C. and maintained at this temperature for 48 hours. The reaction was followed by TLC on basic aluminum oxide (EtOAC/MeOH, 10:1). After cooling to room temperature, the solvent was distilled off under reduced pressure and the cr... Reactants: CO, Nc1ccc(C(=O)O)cc1, NC(=O)N1c2ccccc2C=Cc2ccccc21. The product is Nc1ccc(C(=O)O)cc1, NC(=O)N1c2ccccc2C=Cc2ccccc21. As a reaction SMILES: [CH3:29][OH:30].[NH2:19][c:20]1[cH:21][cH:22][c:23]([C:26]([OH:27])=[O:28])[cH:24][cH:25]1.[NH2:1][C:2](=[O:3])[N:4]1[c:5]2[cH:6][cH:7][cH:8][cH:9][c:10]2[CH:11]=[CH:12][c:13]2[cH:14][cH:15][cH:16][cH:17][c:18]21>>[NH2:19][c:20]1[cH:21][cH:22][c:23]([C:26](=[O:27])[OH:28])[cH:24][cH:25]1.[NH2:1][C:2](=[O:3])[N:4]1[c:5]2[cH:6][cH:7][cH:8][cH:9][c:10]2[CH:11]=[CH:12][c:13]2[cH:14][cH:15][cH:16][cH:17][c:18]21. Reactants: CC(C)n1cc(Br)ccc1=O, O=C([O-])[O-], C1COCCO1, [Cs+], [Cs+], CC(c1ccc(B2OC(C)(C)C(C)(C)O2)cc1)N1CCC(CC(C)(C)O)(c2ccccc2)OC1=O, Cl[Pd]Cl, c1ccc(P(c2ccccc2)c2ccccc2)cc1, c1ccc(P(c2ccccc2)c2ccccc2)cc1. The product is CC(c1ccc(-c2ccc(=O)n(C(C)C)c2)cc1)N1CCC(CC(C)(C)O)(c2ccccc2)OC1=O. RXN SMILES: [Br:36][c:37]1[cH:38][cH:39][c:40](=[O:46])[n:41]([CH:43]([CH3:44])[CH3:45])[cH:42]1.[C:47](=[O:48])([O-:49])[O-:50].[CH2:53]1[O:54][CH2:55][CH2:56][O:57][CH2:58]1.[Cs+:51].[Cs+:52].[OH:1][C:2]([CH2:3][C:4]1([c:28]2[cH:29][cH:30][cH:31][cH:32][cH:33]2)[CH2:5][CH2:6][N:7]([CH:11]([CH3:12])[c:13]2[cH:14][cH:15][c:16]([B:19]3[O:20][C:21]([CH3:22])([CH3:23])[C:24]([CH3:25])([CH3:26])[O:27]3)[cH:17][cH:18]2)[C:8](=[O:10])[O:9]1)([CH3:34])[CH3:35].[Pd:59]([Cl:60])[Cl:61].[c:62]1([P:63]([c:64]2[cH:65][cH:66][cH:67][cH:68][cH:69]2)[c:70]2[cH:71][cH:72][cH:73][cH:74][cH:75]2)[cH:76][cH:77][cH:78][cH:79][cH:80]1.[c:81]1([P:82]([c:83]2[cH:84][cH:85][cH:86][cH:87][cH:88]2)[c:89]2[cH:90][cH:91][cH:92][cH:93][cH:94]2)[cH:95][cH:96][cH:97][cH:98][cH:99]1>>[OH:1][C:2]([CH2:3][C:4]1([c:28]2[cH:29][cH:30][cH:31][cH:32][cH:33]2)[CH2:5][CH2:6][N:7]([CH:11]([CH3:12])[c:13]2[cH:14][cH:15][c:16](-[c:37]3[cH:38][cH:39][c:40](=[O:46])[n:41]([CH:43]([CH3:44])[CH3:45])[cH:42]3)[cH:17][cH:18]2)[C:8](=[O:10])[O:9]1)([CH3:34])[CH3:35]. Starting materials: C([O-])(O)=O.[Na+] (Sodium bicarbonate), C(=O)NC=1SC=C(N1)C(C(=O)O)=O (2-(2-formamidothiazol-4-yl)glyoxylic acid), C([O-])(O)=O.[Na+] (sodium bicarbonate), resultant solution, Cl.O(N)CC(=O)OC(C)(C)C (t-Butyl 2-aminoxyacetate hydrochloride), Cl (hydrochloric acid). The solvent is O (water). Run at time 3 hour. The product is C(=O)NC=1SC=C(N1)C(C(=O)O)=NOCC(=O)OC(C)(C)C (2-(2-formamidothiazol-4-yl)-2-t-butoxycarbonylmethoxyiminoacetic acid). Isolated yield 77.8%. RXN SMILES: C(=O)(O)[O-].[Na+].[CH:6]([NH:8][C:9]1[S:10][CH:11]=[C:12]([C:14](=O)[C:15]([OH:17])=[O:16])[N:13]=1)=[O:7].Cl.[O:20]([CH2:22][C:23]([O:25][C:26]([CH3:29])([CH3:28])[CH3:27])=[O:24])[NH2:21].Cl>O>[CH:6]([NH:8][C:9]1[S:10][CH:11]=[C:12]([C:14](=[N:21][O:20][CH2:22][C:23]([O:25][C:26]([CH3:29])([CH3:28])[CH3:27])=[O:24])[C:15]([OH:17])=[O:16])[N:13]=1)=[O:7] |f:0.1,3.4|. Procedure: Sodium bicarbonate (4.2 g.) was added to a suspension of 2-(2-formamidothiazol-4-yl)glyoxylic acid (10 g.) in water (500 ml.) to prepare a solution. t-Butyl 2-aminoxyacetate hydrochloride (8.1 g.) was added to the solution and stirred at room temperature for 3 hours while adjusting to pH 6 with sodium bicarbonate. The resultant solution was adjusted to pH 1.5 with hydrochloric acid, salted out and extracted with ethyl acetate three times. The extract was dried over magnesium sulfate and concentr... Reactants: CO, Cl, Nc1nc(C(=O)NCc2cccc(COC(c3ccccc3)(c3ccccc3)c3ccccc3)n2)cc(-c2ccco2)n1, C1COCCO1. Product: Nc1nc(C(=O)NCc2cccc(CO)n2)cc(-c2ccco2)n1. RXN SMILES: [CH3:51][OH:52].[ClH:44].[NH2:1][c:2]1[n:3][c:4](-[c:39]2[o:40][cH:41][cH:42][cH:43]2)[cH:5][c:6]([C:8](=[O:9])[NH:10][CH2:11][c:12]2[n:13][c:14]([CH2:18][O:19][C:20]([c:21]3[cH:22][cH:23][cH:24][cH:25][cH:26]3)([c:27]3[cH:28][cH:29][cH:30][cH:31][cH:32]3)[c:33]3[cH:34][cH:35][cH:36][cH:37][cH:38]3)[cH:15][cH:16][cH:17]2)[n:7]1.[O:45]1[CH2:46][CH2:47][O:48][CH2:49][CH2:50]1>>[NH2:1][c:2]1[n:3][c:4](-[c:39]2[o:40][cH:41][cH:42][cH:43]2)[cH:5][c:6]([C:8](=[O:9])[NH:10][CH2:11][c:12]2[n:13][c:14]([CH2:18][OH:19])[cH:15][cH:16][cH:17]2)[n:7]1. Reaction SMILES: [Br-:44].[Br-:46].[CH2:1]([c:2]1[cH:3][cH:4][cH:5][cH:6][cH:7]1)[O:8][CH2:9][CH2:10][CH2:11][NH:12][c:13]1[n:14][cH:15][c:16]([CH:19]2[CH:20]([O:32][CH2:33][c:34]3[cH:35][c:36]4[cH:37][cH:38][cH:39][cH:40][c:41]4[cH:42][cH:43]3)[CH2:21][N:22]([C:25]([O:26][C:27]([CH3:28])([CH3:29])[CH3:30])=[O:31])[CH2:23][CH2:24]2)[cH:17][n:18]1.[Zn+2:45]>>[CH2:1]([c:2]1[cH:3][cH:4][cH:5][cH:6][cH:7]1)[O:8][CH2:9][CH2:10][CH2:11][NH:12][c:13]1[n:14][cH:15][c:16]([CH:19]2[CH:20]([O:32][CH2:33][c:34]3[cH:35][c:36]4[cH:37][cH:38][cH:39][cH:40][c:41]4[cH:42][cH:43]3)[CH2:21][NH:22][CH2:23][CH2:24]2)[cH:17][n:18]1. Starting materials: [Br-], [Br-], CC(C)(C)OC(=O)N1CCC(c2cnc(NCCCOCc3ccccc3)nc2)C(OCc2ccc3ccccc3c2)C1, [Zn+2]. Yields the product c1ccc(COCCCNc2ncc(C3CCNCC3OCc3ccc4ccccc4c3)cn2)cc1.